From a dataset of the Open Reaction Database (ORD), a public repository of structured organic reaction records. describe an organic reaction: reactants, conditions, products, and yield The reactants are CC=1OC=CC1C(CC=1C=NC=CC1)=O (1-(2-methyl-3-furanyl)-2-(3-pyridinyl)ethanone), COC(N(C)C)OC (N,N-dimethylformamide dimethyl acetal). Conditions: temperature 100 celsius. The product is CN(C=C(C(=O)C1=C(OC=C1)C)C=1C=NC=CC1)C (3-(Dimethylamino)-1-(2-methyl-3-furanyl)-2-(3-pyridinyl)-2-propen-1-one). The yield is 48.8%. As a reaction SMILES: [CH3:1][C:2]1[O:3][CH:4]=[CH:5][C:6]=1[C:7](=[O:15])[CH2:8][C:9]1[CH:10]=[N:11][CH:12]=[CH:13][CH:14]=1.CO[CH:18](OC)[N:19]([CH3:21])[CH3:20]>>[CH3:18][N:19]([CH3:21])[CH:20]=[C:8]([C:9]1[CH:10]=[N:11][CH:12]=[CH:13][CH:14]=1)[C:7]([C:6]1[CH:5]=[CH:4][O:3][C:2]=1[CH3:1])=[O:15]. Procedure details: A mixture of 1-(2-methyl-3-furanyl)-2-(3-pyridinyl)ethanone (1207 mg, 6 mmol) in N,N-dimethylformamide dimethyl acetal (797 μl, 6.00 mmol) was heated at 100° C. for 2 hours. The mixture was cooled to room temperature and the solvent was evaporated. The residue was partitioned between ethyl acetate and water. The organic phase was separated, washed with water and brine, dried and evaporated to give the title compound as an orange oil (750 mg, 49%). LC/MS [M+H]+=257.